Dataset: the Open Reaction Database (ORD), a public repository of structured organic reaction records. Task: describe an organic reaction: reactants, conditions, products, and yield Reactants: BrC=1N(C2=NC(=NC(=C2N1)N)Cl)CC1CCOCC1 (8-bromo-2-chloro-9-(tetrahydro-2H-pyran-4-ylmethyl)-9H-purin-6-amine), [OH-].[Na+] (sodium hydroxide), CO (MeOH). Solvent: CO.CS(=O)C (MeOH DMSO). Product: ClC1=NC(=C2N=C(N(C2=N1)CC1CCOCC1)OC)N (2-Chloro-8-methoxy-9-(tetrahydro-2H-pyran-4-ylmethyl)-9H-Purin-6-amine). As a reaction SMILES: Br[C:2]1[N:3]([CH2:13][CH:14]2[CH2:19][CH2:18][O:17][CH2:16][CH2:15]2)[C:4]2[C:9]([N:10]=1)=[C:8]([NH2:11])[N:7]=[C:6]([Cl:12])[N:5]=2.[OH-:20].[Na+].[CH3:22]O>CO.CS(C)=O>[Cl:12][C:6]1[N:5]=[C:4]2[C:9]([N:10]=[C:2]([O:20][CH3:22])[N:3]2[CH2:13][CH:14]2[CH2:19][CH2:18][O:17][CH2:16][CH2:15]2)=[C:8]([NH2:11])[N:7]=1 |f:1.2,4.5|. Reported procedure: To a solution of 8-bromo-2-chloro-9-(tetrahydro-2H-pyran-4-ylmethyl)-9H-purin-6-amine (1.36 g) in dry MeOH (27.5 mL) was added 1M sodium hydroxide solution (27.5 mL) and the mixture was stirred at reflux for 30 mins. The reaction was cooled to room temperature and concentrated in vacuo. The residue obtained was triturated with water (60 mL) and extracted with EtOAc (120 mL). The organic layer was washed with brine (60 mL), dried over MgSO4, filtered and concentrated in vacuo to give a pink/white... The reactants are C(C)OC(=O)C1=CN(CCC2=C1NC=1C=CC=CC21)C(C2=CC=C(C=C2)F)=O (3-(4-fluoro-benzoyl)-1,2,3,6-tetrahydro-azepino[4,5-b]indole-5-carboxylic acid ethyl ester), [H][H] (hydrogen). The reagents and catalysts are O=[Pt]=O (Adams catalyst). Run in C(C)(=O)O (acetic acid). The product is C(C)OC(=O)C1CN(CCC2=C1NC=1CCCCC21)C(C2=CC=C(C=C2)F)=O (3-(4-fluoro-benzoyl)-1,2,3,4,5,6,7,8,9,10-decahydro-azepino[4,5-b]indole-5-carboxylic acid ethyl ester). Reaction SMILES: [CH2:1]([O:3][C:4]([C:6]1[C:12]2[NH:13][C:14]3[CH:15]=[CH:16][CH:17]=[CH:18][C:19]=3[C:11]=2[CH2:10][CH2:9][N:8]([C:20](=[O:28])[C:21]2[CH:26]=[CH:25][C:24]([F:27])=[CH:23][CH:22]=2)[CH:7]=1)=[O:5])[CH3:2].[H][H]>C(O)(=O)C.O=[Pt]=O>[CH2:1]([O:3][C:4]([CH:6]1[C:12]2[NH:13][C:14]3[CH2:15][CH2:16][CH2:17][CH2:18][C:19]=3[C:11]=2[CH2:10][CH2:9][N:8]([C:20](=[O:28])[C:21]2[CH:26]=[CH:25][C:24]([F:27])=[CH:23][CH:22]=2)[CH2:7]1)=[O:5])[CH3:2]. Reported procedure: A solution of 3-(4-fluoro-benzoyl)-1,2,3,6-tetrahydro-azepino[4,5-b]indole-5-carboxylic acid ethyl ester (Example 5, 1.3 g, 3.4 mmol) in 60 mL of glacial acetic acid containing 500 mg of Adams catalyst was subjected to hydrogenation for 14 hours at room temperature and under 45psi of hydrogen. (Boekelheide, V. and Liu, C-T, J. Am. Chem. Soc. 1952, 74, 4920-4922). The catalyst was removed by filtration and the filtrate was concentrated in vacuo. The crude product was purified by preparative norma...